From a dataset of the Open Reaction Database (ORD), a public repository of structured organic reaction records. describe an organic reaction: reactants, conditions, products, and yield The reactants are CC(C)CCO, Cc1ccccc1C=CC(=O)N1CCNCC1, COc1cc2nc(Cl)nc(N)c2cc1OC. Yields the product COc1cc2nc(N3CCN(C(=O)C=Cc4ccccc4C)CC3)nc(N)c2cc1OC. As a reaction SMILES: [CH2:34]([OH:35])[CH2:36][CH:37]([CH3:38])[CH3:39].[CH3:17][c:18]1[c:19]([CH:20]=[CH:21][C:22](=[O:23])[N:24]2[CH2:25][CH2:26][NH:27][CH2:28][CH2:29]2)[cH:30][cH:31][cH:32][cH:33]1.[Cl:1][c:2]1[n:3][c:4]2[cH:5][c:6]([O:15][CH3:16])[c:7]([O:13][CH3:14])[cH:8][c:9]2[c:10]([NH2:12])[n:11]1>>[c:2]1([N:27]2[CH2:26][CH2:25][N:24]([C:22]([CH:21]=[CH:20][c:19]3[c:18]([CH3:17])[cH:33][cH:32][cH:31][cH:30]3)=[O:23])[CH2:29][CH2:28]2)[n:3][c:4]2[cH:5][c:6]([O:15][CH3:16])[c:7]([O:13][CH3:14])[cH:8][c:9]2[c:10]([NH2:12])[n:11]1. Reactants: N[C@H](CC)C1=CC(=C(C(=O)OC(C)(C)C)C=C1)[N+](=O)[O-] (tert-butyl 4-[(1R)-1-aminopropyl]-2-nitrobenzoate), Cl.C(C)(=O)OCC (hydrogen chloride ethyl acetate). Solvent: C(C)(=O)OCC (ethyl acetate). Product: Cl.N[C@H](CC)C1=CC(=C(C(=O)OC(C)(C)C)C=C1)[N+](=O)[O-] (tert-butyl 4-[(1R)-1-aminopropyl]-2-nitrobenzoate Hydrochloride). RXN SMILES: [NH2:1][C@@H:2]([C:5]1[CH:17]=[CH:16][C:8]([C:9]([O:11][C:12]([CH3:15])([CH3:14])[CH3:13])=[O:10])=[C:7]([N+:18]([O-:20])=[O:19])[CH:6]=1)[CH2:3][CH3:4].[ClH:21].C(OCC)(=O)C>C(OCC)(=O)C>[ClH:21].[NH2:1][C@@H:2]([C:5]1[CH:17]=[CH:16][C:8]([C:9]([O:11][C:12]([CH3:14])([CH3:15])[CH3:13])=[O:10])=[C:7]([N+:18]([O-:20])=[O:19])[CH:6]=1)[CH2:3][CH3:4] |f:1.2,4.5|. Procedure details: To the compound S100 (139 g) in tetrahydrofuran (1.41) solution, distilled water (70 ml) and triphenylphosphine (119 g) were added under ice cooling and the mixture was stirred at 50° C. for 20 hours. The reaction solution was concentrated, toluene and 0.5N hydrochloric acid were added, and the aqueous layer and the organic layer were separated. Hexane was added to the organic layer, and the mixture was extracted with 0.5N hydrochloric acid. A sodium hydroxide aqueous solution was added to the c... The reactants are S(=O)(=O)(Cl)Cl (sulfuryl chloride), OC1=CC=C(C=C1)CC(C(=O)OCC)OC1=CC=CC=C1 (ethyl 3-(4-hydroxyphenyl)-2-phenoxypropionate). The solvent is C(C)OCC (diethyl ether), C(C)OCC (diethyl ether). Reaction conditions: time 8 hour. The product is ClC=1C=C(C=CC1O)CC(C(=O)OCC)OC1=CC=CC=C1 (Ethyl 3-(3-chloro-4-hydroxyphenyl)-2-phenoxypropionate). RXN SMILES: S(Cl)([Cl:4])(=O)=O.[OH:6][C:7]1[CH:12]=[CH:11][C:10]([CH2:13][CH:14]([O:20][C:21]2[CH:26]=[CH:25][CH:24]=[CH:23][CH:22]=2)[C:15]([O:17][CH2:18][CH3:19])=[O:16])=[CH:9][CH:8]=1>C(OCC)C>[Cl:4][C:12]1[CH:11]=[C:10]([CH2:13][CH:14]([O:20][C:21]2[CH:22]=[CH:23][CH:24]=[CH:25][CH:26]=2)[C:15]([O:17][CH2:18][CH3:19])=[O:16])[CH:9]=[CH:8][C:7]=1[OH:6]. Reported procedure: A solution of sulfuryl chloride (0.71 ml) in diethyl ether (5 ml) was added dropwise to a solution of ethyl 3-(4-hydroxyphenyl)-2-phenoxypropionate (1.43 g) in diethyl ether (20 ml) at ambient temperature. The mixture was stirred for 8 hour and allowed to stand overnight. The reaction mixture was partitioned between ethyl acetate and water. The ethyl acetate layer was separated and washed with saturated aqueous sodium hydrogencarbonate solution and saturated aqueous sodium chloride solution and ...